Dataset: the Open Reaction Database (ORD), a public repository of structured organic reaction records. Task: describe an organic reaction: reactants, conditions, products, and yield Starting materials: Cc1ccccc1, Cc1cc(O)nc(C(C)C)n1, [Na+], [OH-], O=P(Cl)(Cl)Cl. The product is Cc1cc(Cl)nc(C(C)C)n1. RXN SMILES: [CH3:19][c:20]1[cH:21][cH:22][cH:23][cH:24][cH:25]1.[CH:1]([CH3:2])([CH3:3])[c:4]1[n:5][c:6]([CH3:11])[cH:7][c:8]([OH:10])[n:9]1.[Na+:18].[OH-:17].[P:12]([Cl:13])([Cl:14])([Cl:15])=[O:16]>>[CH:1]([CH3:2])([CH3:3])[c:4]1[n:5][c:6]([CH3:11])[cH:7][c:8]([Cl:14])[n:9]1. Starting materials: CN(C)\C=C\1/CN(CCC1=O)C(=O)OC(C)(C)C (tert-Butyl (3E)-3-[(dimethylamino)methylidene]-4-oxopiperidine-1-carboxylate), CC(C)NN (propan-2-ylhydrazine). Yields the product CC(C)N1N=C2C(CNCC2)=C1 (2-(propan-2-yl)-4,5,6,7-tetrahydro-2H-pyrazolo[4,3-c]pyridine). Reported procedure: tert-Butyl (3E)-3-[(dimethylamino)methylidene]-4-oxopiperidine-1-carboxylate was condensed with propan-2-ylhydrazine; removal of the protecting group provided 2-(propan-2-yl)-4,5,6,7-tetrahydro-2H-pyrazolo[4,3-c]pyridine. Reaction SMILES: CN(/[CH:4]=[C:5]1\[CH2:6][N:7](C(OC(C)(C)C)=O)[CH2:8][CH2:9][C:10]\1=O)C.[CH3:19][CH:20]([NH:22][NH2:23])[CH3:21]>>[CH3:19][CH:20]([N:22]1[CH:4]=[C:5]2[CH2:6][NH:7][CH2:8][CH2:9][C:10]2=[N:23]1)[CH3:21]. Starting materials: C(C1=CC=CC=C1)N(C1=C(C(=CC=C1)NS(=O)(=O)C)C)CC1=CC=C(OC2=CC=C(C=C2)CCC(=O)O)C=C1 (3-(4-{4-[(benzyl{2-methyl-3-[(methylsulfonyl)amino]phenyl}amino)methyl]phenoxy}phenyl)propanoic acid), NCCCCO (4-amino-1-butanol). Yields the product C(C1=CC=CC=C1)N(C1=C(C(=CC=C1)NS(=O)(=O)C)C)CC1=CC=C(OC2=CC=C(C=C2)CCC(=O)NCCCCO)C=C1 (3-(4-{4-[(benzyl{2-methyl-3-[(methylsulfonyl)amino]phenyl}amino)methyl]phenoxy}phenyl)-N-(4-hydroxybutyl)propanamide). As a reaction SMILES: [CH2:1]([N:8]([CH2:21][C:22]1[CH:39]=[CH:38][C:25]([O:26][C:27]2[CH:32]=[CH:31][C:30]([CH2:33][CH2:34][C:35]([OH:37])=O)=[CH:29][CH:28]=2)=[CH:24][CH:23]=1)[C:9]1[CH:14]=[CH:13][CH:12]=[C:11]([NH:15][S:16]([CH3:19])(=[O:18])=[O:17])[C:10]=1[CH3:20])[C:2]1[CH:7]=[CH:6][CH:5]=[CH:4][CH:3]=1.[NH2:40][CH2:41][CH2:42][CH2:43][CH2:44][OH:45]>>[CH2:1]([N:8]([CH2:21][C:22]1[CH:39]=[CH:38][C:25]([O:26][C:27]2[CH:32]=[CH:31][C:30]([CH2:33][CH2:34][C:35]([NH:40][CH2:41][CH2:42][CH2:43][CH2:44][OH:45])=[O:37])=[CH:29][CH:28]=2)=[CH:24][CH:23]=1)[C:9]1[CH:14]=[CH:13][CH:12]=[C:11]([NH:15][S:16]([CH3:19])(=[O:17])=[O:18])[C:10]=1[CH3:20])[C:2]1[CH:3]=[CH:4][CH:5]=[CH:6][CH:7]=1. Procedure: The product from Example 104A and 4-amino-1-butanol were processed as described in Example 147 to provide the title compound. 1H NMR (500 MHz, DMSO-d6) δ8.95 (s, 1 H), 7.74 (t, 1 H), 7.26 (m, 6 H), 7.19 (m, 3 H), 7.04 (t, 1 H), 6.96 (m, 2 H), 6.86 (m, 4 H), 4.03 (d, 4 H), 3.35 (m, 2 H), 3.03 (m, 2 H), 2.91 (s, 3 H), 2.78 (t, 2 H), 2.39 (s, 3 H), 2.34 (m, 2 H), 1.37 (m, 4 H); MS (ESI+) m/z 616 (M+H)+. Reactants: CC#N, CCOC(=O)C1=CCCCC1S(=O)(=O)Nc1ccc(Cl)cc1F, [Na+], [OH-]. Product: O=C([O-])C1=CCCCC1S(=O)(=O)Nc1ccc(Cl)cc1F, [Na+]. Reaction SMILES: [CH3:26][C:27]#[N:28].[Cl:1][c:2]1[cH:3][c:4]([F:23])[c:5]([NH:8][S:9](=[O:10])(=[O:11])[CH:12]2[CH2:13][CH2:14][CH2:15][CH:16]=[C:17]2[C:18](=[O:19])[O:20][CH2:21][CH3:22])[cH:6][cH:7]1.[Na+:25].[OH-:24]>>[Cl:1][c:2]1[cH:3][c:4]([F:23])[c:5]([NH:8][S:9](=[O:10])(=[O:11])[CH:12]2[CH2:13][CH2:14][CH2:15][CH:16]=[C:17]2[C:18](=[O:19])[O-:20])[cH:6][cH:7]1.[Na+:25]. Starting materials: CCS, CN(C)P(=O)(N(C)C)N(C)C, [Cl-], COc1ccc(-c2nc(Cl)sc2-c2ccc(OC)cc2)cc1, [H-], [Na+], [Na+]. Yields the product CCSc1nc(-c2ccc(OC)cc2)c(-c2ccc(OC)cc2)s1. As a reaction SMILES: [CH2:1]([CH3:2])[SH:3].[CH3:30][N:31]([CH3:32])[P:33](=[O:34])([N:35]([CH3:36])[CH3:37])[N:38]([CH3:39])[CH3:40].[Cl-:29].[Cl:6][c:7]1[s:8][c:9](-[c:20]2[cH:21][cH:22][c:23]([O:26][CH3:27])[cH:24][cH:25]2)[c:10](-[c:12]2[cH:13][cH:14][c:15]([O:18][CH3:19])[cH:16][cH:17]2)[n:11]1.[H-:4].[Na+:28].[Na+:5]>>[CH2:1]([CH3:2])[S:3][c:7]1[s:8][c:9](-[c:20]2[cH:21][cH:22][c:23]([O:26][CH3:27])[cH:24][cH:25]2)[c:10](-[c:12]2[cH:13][cH:14][c:15]([O:18][CH3:19])[cH:16][cH:17]2)[n:11]1. Solvent: C(Cl)Cl (DCM). Procedure details: A solution of intermediate D19 (0.43 g, 1.40 mmol) and N-chlorosuccinimide (0.19 g, 1.40 mmol) in DCM (10 ml) was stirred at room temperature for 1 hour. The solvent was evaporated in vacuo and the crude product was purified by column chromatography (silica gel; 0-3% methanol/DCM as eluent). The desired fractions were collected and evaporated in vacuo and the resulting solid was recrystallized from diethyl ether to yield compound E2 (0.39 g, 82%) as a white solid. The yield is 80.8%. Product: C(CCC)N1C(C(=C(C=C1)N1CCC(CC1)C1=CC=CC=C1)Cl)=O (1′-Butyl-3′-chloro-4-phenyl-3,4,5,6-tetrahydro-2H,1′H-[1,4′]bipyridinyl-2′-one). The reactants are C(CCC)N1C(C=C(C=C1)N1CCC(CC1)C1=CC=CC=C1)=O (1′-Butyl-4-phenyl-3,4,5,6-tetrahydro-2H,1′H-[1,4′]bipyridinyl-2′-one), ClN1C(CCC1=O)=O (N-chlorosuccinimide). RXN SMILES: [CH2:1]([N:5]1[CH:10]=[CH:9][C:8]([N:11]2[CH2:16][CH2:15][CH:14]([C:17]3[CH:22]=[CH:21][CH:20]=[CH:19][CH:18]=3)[CH2:13][CH2:12]2)=[CH:7][C:6]1=[O:23])[CH2:2][CH2:3][CH3:4].[Cl:24]N1C(=O)CCC1=O>C(Cl)Cl>[CH2:1]([N:5]1[CH:10]=[CH:9][C:8]([N:11]2[CH2:12][CH2:13][CH:14]([C:17]3[CH:18]=[CH:19][CH:20]=[CH:21][CH:22]=3)[CH2:15][CH2:16]2)=[C:7]([Cl:24])[C:6]1=[O:23])[CH2:2][CH2:3][CH3:4]. Product: C(C1=CC=CC=C1)(=O)O[C@@H]1C(C2=CC[C@H]3[C@@H]4CC=C([C@@H](CCCC(C)C)C)[C@]4(CC[C@@H]3[C@]2(CC1)C)C)(C)C (3β-benzoyloxy-4,4-dimethylcholesta-5,16-diene). Reaction SMILES: [OH:1][C@H:2]1[CH2:26][CH2:25][C@@:24]2([CH3:27])[C:4](=[CH:5][CH2:6][C@@H:7]3[C@@H:23]2[CH2:22][CH2:21][C@@:20]2([CH3:28])[C@H:8]3[CH2:9][CH:10]=[C:11]2[C@H:12]([CH3:19])[CH2:13][CH2:14][CH2:15][CH:16]([CH3:18])[CH3:17])[C:3]1([CH3:30])[CH3:29].[C:31](Cl)(=[O:38])[C:32]1[CH:37]=[CH:36][CH:35]=[CH:34][CH:33]=1>N1C=CC=CC=1>[C:31]([O:1][C@H:2]1[CH2:26][CH2:25][C@@:24]2([CH3:27])[C:4](=[CH:5][CH2:6][C@@H:7]3[C@@H:23]2[CH2:22][CH2:21][C@@:20]2([CH3:28])[C@H:8]3[CH2:9][CH:10]=[C:11]2[C@H:12]([CH3:19])[CH2:13][CH2:14][CH2:15][CH:16]([CH3:18])[CH3:17])[C:3]1([CH3:30])[CH3:29])(=[O:38])[C:32]1[CH:37]=[CH:36][CH:35]=[CH:34][CH:33]=1. Run in N1=CC=CC=C1 (pyridine). Reported procedure: To a solution of 3βhydroxy-4,4-dimethylcholesta-5,16-diene (220 mg, 0.5 mmol) in pyridine (1.5 mL) at ice bath temperature was added benzoyl chloride (0.1 mL) and the whole stirred for 1.5 hours. Concentration under reduced pressure and purification of the residue by flash chromatography gave 3β-benzoyloxy-4,4-dimethylcholesta-5,16-diene (300 mg). Run at time 1.5 hour. Starting materials: O[C@@H]1C(C2=CC[C@H]3[C@@H]4CC=C([C@@H](CCCC(C)C)C)[C@]4(CC[C@@H]3[C@]2(CC1)C)C)(C)C (3βhydroxy-4,4-dimethylcholesta-5,16-diene), C(C1=CC=CC=C1)(=O)Cl (benzoyl chloride). Starting materials: 103A, CS(=O)(=O)OC1CN(C1)C1=C(C(=O)OC)C=C(C=N1)C(F)(F)F (methyl 2-(3-((methylsulfonyl)oxy)azetidin-1-yl)-5-(trifluoromethyl)nicotinate), FC=1C=C(C=CC1F)O (3,4-Difluorophenol). Product: FC=1C=C(OC2CN(C2)C2=C(C(=O)O)C=C(C=N2)C(F)(F)F)C=CC1F (2-(3-(3,4-difluorophenoxy)azetidin-1-yl)-5-(trifluoromethyl)nicotinic acid). Yield: 103.6%. As a reaction SMILES: CS([O:5][CH:6]1[CH2:9][N:8]([C:10]2[N:19]=[CH:18][C:17]([C:20]([F:23])([F:22])[F:21])=[CH:16][C:11]=2[C:12]([O:14]C)=[O:13])[CH2:7]1)(=O)=O.[F:24][C:25]1[CH:26]=[C:27](O)[CH:28]=[CH:29][C:30]=1[F:31]>>[F:24][C:25]1[CH:26]=[C:27]([CH:28]=[CH:29][C:30]=1[F:31])[O:5][CH:6]1[CH2:9][N:8]([C:10]2[N:19]=[CH:18][C:17]([C:20]([F:23])([F:22])[F:21])=[CH:16][C:11]=2[C:12]([OH:14])=[O:13])[CH2:7]1. Procedure: The title compound (D128) (100 mg) was prepared according to the experimental procedure described in Description 103A starting from methyl 2-(3-((methylsulfonyl)oxy)azetidin-1-yl)-5-(trifluoromethyl)nicotinate (D68) (100 mg, 0.258 mmol) and 3,4-Difluorophenol (44.06 mg, 0.338 mmol). Reactants: COC=1C=C(C=CC1OC)C(=O)C=1NC(=CC1C)C ((3,4-Dimethoxy-phenyl)-(3,5-dimethyl-1H-pyrrol-2-yl)-methanone), N1C(CC2=CC=CC=C12)=O (oxindole), N1CCCC1 (pyrrolidine), [H-].[Na+] (Sodium hydride). The reagents and catalysts are N12CCCCCC2=NCCC1 (1,8-diazabicyclo[5.4.0]undec-7-ene). The solvent is CN(C=O)C (dimethylforamide), O (water). Run at time 3 day. The product is COC=1C=C(C=CC1OC)C(=C1C(NC2=CC=CC=C12)=O)C=1NC(=CC1C)C (3-[(3,4-dimethoxy-phenyl)-(3,5-dimethyl-1H-pyrrol-2-yl)-methylene]-1,3-dihydro-indol-2-one). Yield: 3.3%. As a reaction SMILES: [CH3:1][O:2][C:3]1[CH:4]=[C:5]([C:11]([C:13]2[NH:14][C:15]([CH3:19])=[CH:16][C:17]=2[CH3:18])=O)[CH:6]=[CH:7][C:8]=1[O:9][CH3:10].[NH:20]1[C:28]2[C:23](=[CH:24][CH:25]=[CH:26][CH:27]=2)[CH2:22][C:21]1=[O:29].N1CCCC1.[H-].[Na+]>N12CCCN=C1CCCCC2.CN(C)C=O.O>[CH3:1][O:2][C:3]1[CH:4]=[C:5]([C:11]([C:13]2[NH:14][C:15]([CH3:19])=[CH:16][C:17]=2[CH3:18])=[C:22]2[C:23]3[C:28](=[CH:27][CH:26]=[CH:25][CH:24]=3)[NH:20][C:21]2=[O:29])[CH:6]=[CH:7][C:8]=1[O:9][CH3:10] |f:3.4|. Reported procedure: (3,4-Dimethoxy-phenyl)-(3,5-dimethyl-1H-pyrrol-2-yl)-methanone (100 mg, 0.4 mmol), oxindole (100 mg, 0.8 mmol), pyrrolidine (0.2 mL) and 1,8-diazabicyclo[5.4.0]undec-7-ene (a few drops) in dimethylforamide (1.5 mL) was heated at 160° C. for 2 hours. Sodium hydride (18 mg) was added to the reaction mixture and the heating was continued at 160° C. for 3 days. The reaction was poured into water and extracted with ethyl acetate. The organic layer was washed with water, dried and concentrated. The re... Reactants: C, OC1CC2(CCCCC2)CCO1, CCO, ClCCl, [Pd], COC(=O)C=P(c1ccccc1)(c1ccccc1)c1ccccc1. Yields the product COC(=O)CCCC1(CCO)CCCCC1. RXN SMILES: [C:43].[CH2:1]1[CH:2]([OH:12])[O:3][CH2:4][CH2:5][C:6]12[CH2:7][CH2:8][CH2:9][CH2:10][CH2:11]2.[CH3:40][CH2:41][OH:42].[Cl:37][CH2:38][Cl:39].[Pd:44].[c:13]1([P:14]([c:15]2[cH:16][cH:17][cH:18][cH:19][cH:20]2)([c:21]2[cH:22][cH:23][cH:24][cH:25][cH:26]2)=[CH:32][C:33](=[O:34])[O:35][CH3:36])[cH:27][cH:28][cH:29][cH:30][cH:31]1>>[CH2:1]([CH2:2][CH2:32][C:33](=[O:34])[O:35][CH3:36])[C:6]1([CH2:5][CH2:4][OH:3])[CH2:7][CH2:8][CH2:9][CH2:10][CH2:11]1.